This data is from the Open Reaction Database (ORD), a public repository of structured organic reaction records. The task is: describe an organic reaction: reactants, conditions, products, and yield The reactants are FC1=C(C=C(C(=C1)[N+](=O)[O-])F)F (1,2,4-Trifluoro-5-nitrobenzene), C[O-].[Na+] (sodium methoxide). The solvent is CO (methanol), O (water), CO (methanol). Reaction conditions: time 6 hour. The product is FC1=C(C=C(C(=C1)[N+](=O)[O-])F)OC (1,4-difluoro-2-methoxy-5-nitrobenzene). RXN SMILES: [F:1][C:2]1[CH:7]=[C:6]([N+:8]([O-:10])=[O:9])[C:5]([F:11])=[CH:4][C:3]=1F.[CH3:13][O-:14].[Na+]>CO.O>[F:1][C:2]1[CH:7]=[C:6]([N+:8]([O-:10])=[O:9])[C:5]([F:11])=[CH:4][C:3]=1[O:14][CH3:13] |f:1.2|. Procedure: 1,2,4-Trifluoro-5-nitrobenzene (10 g, 56.5 mmol) was dissolved in methanol, cooled in ice and treated with 25% sodium methoxide in methanol. After being stirred at room temperature for 6 hours the mixture was diluted with water and extracted with ethyl acetate to give 1,4-difluoro-2-methoxy-5-nitrobenzene (10.1 g). This was dissolved in ethanol (400 ml) and hydrogenated over 10% palladium on carbon to give the title compound (7.8 g). The reactants are NC1=NC=C(C=C1Cl)Cl (2-amino-3,5-dichloropyridine), ClCC(C)=O (chloroacetone), C(=O)(O)[O-].[Na+] (NaHCO3). The solvent is C(C)O (ethanol), O (water). The product is ClC=1C=C(C=2N(C1)C=C(N2)C)Cl (6,8-dichloro-2-methyl-imidazo [1,2-a]pyridine). As a reaction SMILES: [NH2:1][C:2]1[C:7]([Cl:8])=[CH:6][C:5]([Cl:9])=[CH:4][N:3]=1.Cl[CH2:11][C:12](=O)[CH3:13].C([O-])(O)=O.[Na+]>C(O)C.O>[Cl:9][C:5]1[CH:6]=[C:7]([Cl:8])[C:2]2[N:3]([CH:11]=[C:12]([CH3:13])[N:1]=2)[CH:4]=1 |f:2.3|. Procedure details: A mixture of 30 g 2-amino-3,5-dichloropyridine and 39 ml chloroacetone dissolved in 260 ml ethanol is heated under reflux for 64 hours. The volatile components are stripped off in vacuum and the residue suspended in 200 ml water. This is brought to pH 7-8 by means of saturated aqueous NaHCO3 -solution. A filtrate is obtained under suction and dried to constant weight in vacuo and recrystallized from cyclohexane. 17.8 g of the title compound of m.p. 156°-158° C. is obtained.